From a dataset of the Open Reaction Database (ORD), a public repository of structured organic reaction records. describe an organic reaction: reactants, conditions, products, and yield The reactants are O=C1OC(CN1C1CCN(CC1)C1=CC=NC=C1)C(=O)N1CCC(CC1)C(=O)O (1-[2-oxo-3-(3,4,5,6-tetrahydro-2H-[1,4']bipyridinyl-4-yl)-oxazolidine-5-carbonyl]-piperidine-4-carboxylic acid), ketal, O1CCCC1 (tetrahydrofuran), Cl (hydrochloric acid). Run at time 2 hour. Yields the product N1(CCC(CC1)=O)C1=CC=NC=C1 (2,3,5,6-tetrahydro-[1,4']bipyridinyl-4-one). Yield: 100.0%. RXN SMILES: O=C1N([CH:7]2[CH2:12][CH2:11][N:10]([C:13]3[CH:18]=[CH:17][N:16]=[CH:15][CH:14]=3)[CH2:9][CH2:8]2)CC(C(N2CCC(C(O)=O)CC2)=O)O1.Cl.[O:31]1CCCC1>>[N:10]1([C:13]2[CH:18]=[CH:17][N:16]=[CH:15][CH:14]=2)[CH2:11][CH2:12][C:7](=[O:31])[CH2:8][CH2:9]1. Procedure: A solution of 79.7 g of the ketal prepared in a) in 2 l tetrahydrofuran is admixed with 1 l 6 n hydrochloric acid and the reaction mixture is stirred for 2 h at room temperature. Subsequently the tetrahydrofuran is removed in a vacuum on a rotary evaporator, the hydrochloric acid is made alkaline with semi-concentrated ammonium hydroxide solution and extracted four times with 100 ml methylene chloride each time. After drying the combined organic extracts over sodium sulfate and removing the solv... Reactants: Cc1noc(C)c1C(=O)O, CNc1ccc(Cc2nc3c([nH]2)c(=O)n(Cc2ccccc2F)c(=O)n3CC2CC2)cc1, O=C1CCC(=O)N1Cl, ClCCl, c1ccc(P(c2ccccc2)c2ccccc2)cc1. Yields the product Cc1noc(C)c1C(=O)N(C)c1ccc(Cc2nc3c([nH]2)c(=O)n(Cc2ccccc2F)c(=O)n3CC2CC2)cc1. As a reaction SMILES: [CH3:1][c:2]1[n:3][o:4][c:5]([CH3:10])[c:6]1[C:7](=[O:8])[OH:9].[CH:38]1([CH2:41][n:42]2[c:43](=[O:69])[n:44]([CH2:61][c:62]3[c:63]([F:68])[cH:64][cH:65][cH:66][cH:67]3)[c:45](=[O:60])[c:46]3[nH:47][c:48]([CH2:51][c:52]4[cH:53][cH:54][c:55]([NH:58][CH3:59])[cH:56][cH:57]4)[n:49][c:50]23)[CH2:39][CH2:40]1.[Cl:30][N:31]1[C:32](=[O:33])[CH2:34][CH2:35][C:36]1=[O:37].[Cl:70][CH2:71][Cl:72].[c:11]1([P:12]([c:13]2[cH:14][cH:15][cH:16][cH:17][cH:18]2)[c:19]2[cH:20][cH:21][cH:22][cH:23][cH:24]2)[cH:25][cH:26][cH:27][cH:28][cH:29]1>>[CH3:1][c:2]1[n:3][o:4][c:5]([CH3:10])[c:6]1[C:7](=[O:9])[N:58]([c:55]1[cH:54][cH:53][c:52]([CH2:51][c:48]2[nH:47][c:46]3[c:45](=[O:60])[n:44]([CH2:61][c:62]4[c:63]([F:68])[cH:64][cH:65][cH:66][cH:67]4)[c:43](=[O:69])[n:42]([CH2:41][CH:38]4[CH2:39][CH2:40]4)[c:50]3[n:49]2)[cH:57][cH:56]1)[CH3:59]. The reactants are C1=CCCC1 (Cyclopentene), Cl[SiH2]Cl (dichlorosilane). Product: C1(CCCC1)[Si](Cl)(Cl)C1CCCC1 (dicyclopentyldichlorosilane). RXN SMILES: [CH:1]1[CH2:5][CH2:4][CH2:3][CH:2]=1.[Cl:6][SiH2:7][Cl:8]>>[CH:1]1([Si:7]([CH:1]2[CH2:5][CH2:4][CH2:3][CH2:2]2)([Cl:8])[Cl:6])[CH2:5][CH2:4][CH2:3][CH2:2]1. Procedure: Cyclopentene in an amount of 136 g (2.00 moles) was made to react with dichlorosilane under various conditions set forth in Table 1, and then the solvent was distilled away. Thus, in analogy with Example 1, dicyclopentyldichlorosilane having a boiling point of 104° C./5 mmHg was obtained in various yields. The yield attained under each reaction condition is shown in Table 1.